Dataset: the Open Reaction Database (ORD), a public repository of structured organic reaction records. Task: describe an organic reaction: reactants, conditions, products, and yield The reactants are [N+](=O)([O-])C1=C(C=CC=C1)S(=O)(=O)N1CC=2C=CC=C(CN(CCCNCC1)S(=O)(=O)C1=C(C=CC=C1)[N+](=O)[O-])N2 (3,10-bis(2-nitrobenzenesulfonyl)-3,6,10,16-tetraazabicyclo-[10.3.1]hexadeca-1(16),12,14-triene), C1=C(C=CC=2C(C3=CC=CC=C3C(C12)=O)=O)C(=O)O (anthraquinone-2-carboxylic acid), CN1CCOCC1 (4-methylmorpholine), C1CCC(CC1)N=C=NC2CCCCC2 (DCC), C=1C=CC2=C(C1)N=NN2O (HOBT). Solvent: C(Cl)Cl (CH2Cl2), C(Cl)Cl (CH2Cl2). Yields the product C1(=CC=CC=2C(C3=CC=CC=C3C(C12)=O)=O)C(=O)NCCCCCN1CCN(CC=2C=CC=C(CN(CCC1)S(=O)(=O)C1=C(C=CC=C1)[N+](=O)[O-])N2)S(=O)(=O)C2=C(C=CC=C2)[N+](=O)[O-] (6-[5-(1-Anthraquinonecarbonyl)amino-1-pentanyl]-3,10-bis(2-nitrobenzenesulfonyl)-3,6,10,16-tetraazabicyclo[10.3.1]-hexadeca-1(16),12,14-triene). Isolated yield 75.1%. As a reaction SMILES: [CH:1]1[C:14]2[C:13](=[O:15])[C:12]3[C:7](=[CH:8][CH:9]=[CH:10][CH:11]=3)[C:6](=[O:16])[C:5]=2[CH:4]=[CH:3][C:2]=1C(O)=O.CN1CC[O:24]CC1.[CH2:27]1[CH2:32]C[CH:30]([N:33]=[C:34]=NC2CCCCC2)[CH2:29][CH2:28]1.C1C=CC2N(O)N=NC=2C=1.[N+:52]([C:55]1[CH:60]=[CH:59][CH:58]=[CH:57][C:56]=1[S:61]([N:64]1[CH2:78][CH2:77][NH:76][CH2:75][CH2:74][CH2:73][N:72]([S:79]([C:82]2[CH:87]=[CH:86][CH:85]=[CH:84][C:83]=2[N+:88]([O-:90])=[O:89])(=[O:81])=[O:80])[CH2:71][C:70]2[N:91]=[C:66]([CH:67]=[CH:68][CH:69]=2)[CH2:65]1)(=[O:63])=[O:62])([O-:54])=[O:53]>C(Cl)Cl>[C:8]1([C:34]([NH:33][CH2:30][CH2:29][CH2:28][CH2:27][CH2:32][N:76]2[CH2:75][CH2:74][CH2:73][N:72]([S:79]([C:82]3[CH:87]=[CH:86][CH:85]=[CH:84][C:83]=3[N+:88]([O-:90])=[O:89])(=[O:81])=[O:80])[CH2:71][C:70]3[N:91]=[C:66]([CH:67]=[CH:68][CH:69]=3)[CH2:65][N:64]([S:61]([C:56]3[CH:57]=[CH:58][CH:59]=[CH:60][C:55]=3[N+:52]([O-:54])=[O:53])(=[O:63])=[O:62])[CH2:78][CH2:77]2)=[O:24])[C:7]2[C:6](=[O:16])[C:5]3[C:14](=[CH:1][CH:2]=[CH:3][CH:4]=3)[C:13](=[O:15])[C:12]=2[CH:11]=[CH:10][CH:9]=1. Procedure: A solution of anthraquinone-2-carboxylic acid (151 mg, 0.6 mmol) and 4-methylmorpholine (91 mg, 0.9 mmol) in 10 mL of CH2Cl2 was stirred at rt for 30 min. After addition of DCC (124 mg, 0.6 mmol), HOBT (81 mg, 0.6 mmol), the solution was stirred another 30-min. A solution of 3,10-bis(2-nitrobenzenesulfonyl)-3,6,10,16-tetraazabicyclo-[10.3.1]hexadeca-1(16),12,14-triene (405 mg, 0.6 mmol) in 5 mL of CH2Cl2 was added to the above solution and the resulting solution was stirred for 30 h. The reactio...